This data is from the Open Reaction Database (ORD), a public repository of structured organic reaction records. The task is: describe an organic reaction: reactants, conditions, products, and yield Starting materials: CCO, CC(C)NC(C)C, CCCNCC1CC1, CCOC(=O)CCCNS(=O)(=O)c1ccc(NC(=O)c2cc(Cl)ncn2)c(C)c1. Yields the product CCCN(CC1CC1)c1cc(C(=O)Nc2ccc(S(=O)(=O)NCCCC(=O)OCC)cc2C)ncn1. Reaction SMILES: [CH3:45][CH2:46][OH:47].[CH:30]([NH:31][CH:32]([CH3:33])[CH3:34])([CH3:35])[CH3:36].[CH:37]1([CH2:40][NH:41][CH2:42][CH2:43][CH3:44])[CH2:38][CH2:39]1.[Cl:1][c:2]1[cH:3][c:4]([C:8](=[O:9])[NH:10][c:11]2[c:12]([CH3:29])[cH:13][c:14]([S:17](=[O:18])(=[O:19])[NH:20][CH2:21][CH2:22][CH2:23][C:24](=[O:25])[O:26][CH2:27][CH3:28])[cH:15][cH:16]2)[n:5][cH:6][n:7]1>>[c:2]1([N:41]([CH2:40][CH:37]2[CH2:38][CH2:39]2)[CH2:42][CH2:43][CH3:44])[cH:3][c:4]([C:8](=[O:9])[NH:10][c:11]2[c:12]([CH3:29])[cH:13][c:14]([S:17](=[O:18])(=[O:19])[NH:20][CH2:21][CH2:22][CH2:23][C:24](=[O:25])[O:26][CH2:27][CH3:28])[cH:15][cH:16]2)[n:5][cH:6][n:7]1. Starting materials: CC1([C@@H]([C@H]1C=C=CCl)C(=O)O)C ((1R,trans) 2,2-dimethyl-3-(3-chloro-1,2-propadienyl)-cyclopropane-carboxylic acid), O(C1=CC=CC=C1)C=1C=C(CO)C=CC1 (3-phenoxy-benzyl alcohol). Product: CC1([C@@H]([C@H]1C=C=CCl)C(=O)OCC1=CC(=CC=C1)OC1=CC=CC=C1)C (3-phenoxy-benzyl (1R,trans) 2,2-dimethyl-3-(3-chloro-1,2-propadienyl)-cyclopropane-carboxylate). RXN SMILES: [CH3:1][C:2]1([CH3:12])[C@H:4]([CH:5]=[C:6]=[CH:7][Cl:8])[C@H:3]1[C:9]([OH:11])=[O:10].[O:13]([C:20]1[CH:21]=[C:22]([CH:25]=[CH:26][CH:27]=1)[CH2:23]O)[C:14]1[CH:19]=[CH:18][CH:17]=[CH:16][CH:15]=1>>[CH3:1][C:2]1([CH3:12])[C@H:4]([CH:5]=[C:6]=[CH:7][Cl:8])[C@H:3]1[C:9]([O:11][CH2:23][C:22]1[CH:25]=[CH:26][CH:27]=[C:20]([O:13][C:14]2[CH:19]=[CH:18][CH:17]=[CH:16][CH:15]=2)[CH:21]=1)=[O:10]. Procedure details: Using the procedure of Example 1, 1.2 g of the acid of Example 27 and 1 g of 3-phenoxy-benzyl alcohol were reacted to obtain 3-phenoxy-benzyl (1R,trans) 2,2-dimethyl-3-(3-chloro-1,2-propadienyl)-cyclopropane-carboxylate. The reactants are C(C)(=O)O[C@H]1[C@@H](O[C@@H]([C@H]1OC(C)=O)C1=CC(=NO1)Br)N1C2=NC=NC(=C2N=C1)NC1=C(C=C(C=C1)Cl)F ((2R,3 R,4R,5S)-4-(acetyloxy)-5-(3-bromoisoxazol-5-yl)-2-[6-(4-chloro-2-fluoroanilino)-9H-purin-9-yl]tetrahydrofuran-3-yl acetate), C(C)(C)(C)N (t-butylamine). Solvent: CO (methanol). Yields the product BrC1=NOC(=C1)[C@H]1O[C@H]([C@@H]([C@@H]1O)O)N1C2=NC=NC(=C2N=C1)NC1=C(C=C(C=C1)Cl)F ((2S,3S,4R,5R)-2-(3-bromoisoxazol-5-yl)-5-[6-(4-chloro-2-fluoroanilino)-9H-purin-9-yl]tetrahydrofuran-3,4-diol). Isolated yield 110.9%. Reaction SMILES: C([O:4][C@@H:5]1[C@H:9]([O:10]C(=O)C)[C@@H:8]([C:14]2[O:18][N:17]=[C:16]([Br:19])[CH:15]=2)[O:7][C@H:6]1[N:20]1[CH:28]=[N:27][C:26]2[C:21]1=[N:22][CH:23]=[N:24][C:25]=2[NH:29][C:30]1[CH:35]=[CH:34][C:33]([Cl:36])=[CH:32][C:31]=1[F:37])(=O)C.C(N)(C)(C)C>CO>[Br:19][C:16]1[CH:15]=[C:14]([C@@H:8]2[C@@H:9]([OH:10])[C@@H:5]([OH:4])[C@H:6]([N:20]3[CH:28]=[N:27][C:26]4[C:21]3=[N:22][CH:23]=[N:24][C:25]=4[NH:29][C:30]3[CH:35]=[CH:34][C:33]([Cl:36])=[CH:32][C:31]=3[F:37])[O:7]2)[O:18][N:17]=1. Procedure: (2R,3 R,4R,5S)-4-(acetyloxy)-5-(3-bromoisoxazol-5-yl)-2-[6-(4-chloro-2-fluoroanilino)-9H-purin-9-yl]tetrahydrofuran-3-yl acetate (16.8 mg) was treated with t-butylamine (0.08 ml) in methanol (0.8 ml) at 0° C. for 1.5 h, and the mixture was evaporated to dryness to give the title compound (16 mg). Reactants: CCCCC=CCCCCC, CCOC(C)=O, O=C1c2ccccc2C(=O)N1CC#CCCl, CN(C)C=O, O, Nc1cc[nH]c(=S)n1. Product: Nc1ccnc(SCC#CCN2C(=O)c3ccccc3C2=O)n1. As a reaction SMILES: [CH3:30][CH2:31][CH2:32][CH2:33][CH:34]=[CH:35][CH2:36][CH2:37][CH2:38][CH2:39][CH3:40].[CH3:41][CH2:42][O:43][C:44]([CH3:45])=[O:46].[Cl:9][CH2:10][C:11]#[C:12][CH2:13][N:14]1[C:15](=[O:24])[c:16]2[c:17]([cH:20][cH:21][cH:22][cH:23]2)[C:18]1=[O:19].[O:25]=[CH:26][N:27]([CH3:28])[CH3:29].[OH2:47].[nH:1]1[c:2](=[S:3])[n:4][c:5]([NH2:6])[cH:7][cH:8]1>>[n:1]1[c:2]([S:3][CH2:10][C:11]#[C:12][CH2:13][N:14]2[C:15](=[O:24])[c:16]3[c:17]([cH:20][cH:21][cH:22][cH:23]3)[C:18]2=[O:19])[n:4][c:5]([NH2:6])[cH:7][cH:8]1. The yield is 6.0%. Reaction SMILES: N1CCOCC1.Cl.Cl.[N:9]1([CH2:15][C:16]2[N:17]=[C:18]([NH2:21])[S:19][CH:20]=2)[CH2:14][CH2:13][O:12][CH2:11][CH2:10]1.[Cl:22][C:23]1[C:24]([CH3:33])=[C:25]([S:29](Cl)(=[O:31])=[O:30])[CH:26]=[CH:27][CH:28]=1>>[ClH:22].[Cl:22][C:23]1[C:24]([CH3:33])=[C:25]([S:29]([NH:21][C:18]2[S:19][CH:20]=[C:16]([CH2:15][N:9]3[CH2:14][CH2:13][O:12][CH2:11][CH2:10]3)[N:17]=2)(=[O:31])=[O:30])[CH:26]=[CH:27][CH:28]=1 |f:1.2.3,5.6|. Procedure: A mixture of INTERMEDIATE 19 (0.50 g, 2.70 mmol) and morpholine (1.65 g, 18.92 mmol) was stirred at room temperature over night. The solvent was evaporated and the solid residue was purified by reversed phase flash chromatography on LiChroprep RP-18. The product was eluting with (1% CH3CN in H2O/0.5% conc. HCl) giving approximately a 1:1 mixture of 4-(4-morpholinylmethyl)-1,3-thiazol-2-amine dihydrochloride and morpholine (1.33 g). This material was sulphonylated with 3-chloro-2-methylbenzenesul... Product: Cl.ClC=1C(=C(C=CC1)S(=O)(=O)NC=1SC=C(N1)CN1CCOCC1)C (3-Chloro-2-methyl-N-[4-(4-morpholinylmethyl)-1,3-thiazol-2-yl]benzenesulfonamide hydrochloride). Starting materials: ClC=1C(=C(C=CC1)S(=O)(=O)Cl)C (3-chloro-2-methylbenzenesulphonyl chloride), INTERMEDIATE 19, N1CCOCC1 (morpholine), Cl.Cl.N1(CCOCC1)CC=1N=C(SC1)N (4-(4-morpholinylmethyl)-1,3-thiazol-2-amine dihydrochloride), N1CCOCC1 (morpholine).